Dataset: the Open Reaction Database (ORD), a public repository of structured organic reaction records. Task: describe an organic reaction: reactants, conditions, products, and yield The reactants are CCO, CC(C)NCCNC(=O)C=CC(Cc1ccccc1)NC(=O)Nc1ccc(-c2ccccc2)cc1. RXN SMILES: [CH3:36][CH2:37][OH:38].[CH:1]([CH3:2])([CH3:3])[NH:4][CH2:5][CH2:6][NH:7][C:8]([CH:9]=[CH:10][CH:11]([CH2:12][c:13]1[cH:14][cH:15][cH:16][cH:17][cH:18]1)[NH:19][C:20](=[O:21])[NH:22][c:23]1[cH:24][cH:25][c:26](-[c:29]2[cH:30][cH:31][cH:32][cH:33][cH:34]2)[cH:27][cH:28]1)=[O:35]>>[CH:1]([CH3:2])([CH3:3])[NH:4][CH2:5][CH2:6][NH:7][C:8]([CH2:9][CH2:10][CH:11]([CH2:12][c:13]1[cH:14][cH:15][cH:16][cH:17][cH:18]1)[NH:19][C:20](=[O:21])[NH:22][c:23]1[cH:24][cH:25][c:26](-[c:29]2[cH:30][cH:31][cH:32][cH:33][cH:34]2)[cH:27][cH:28]1)=[O:35]. Product: CC(C)NCCNC(=O)CCC(Cc1ccccc1)NC(=O)Nc1ccc(-c2ccccc2)cc1.